This data is from the Open Reaction Database (ORD), a public repository of structured organic reaction records. The task is: describe an organic reaction: reactants, conditions, products, and yield The reactants are C(C)(=O)OCC (ethyl acetate), [H-].[Na+] (Sodium hydride), N=1N=CN(C1)NC1=CC=C(C#N)C=C1 (4-([1,2,4]triazol-4-ylamino)-benzonitrile), BrCCCCBr (1,4-dibromobutane). Solvent: CS(=O)C (DMSO). Reaction conditions: time 8 hour. Yields the product BrCCCCN(C1=CC=C(C#N)C=C1)N1C=NN=C1 (4-[(4-Bromo-butyl)-[1,2,4]triazol-4-yl-amino]-benzonitrile). RXN SMILES: [H-].[Na+].[N:3]1[N:4]=[CH:5][N:6]([NH:8][C:9]2[CH:16]=[CH:15][C:12]([C:13]#[N:14])=[CH:11][CH:10]=2)[CH:7]=1.[Br:17][CH2:18][CH2:19][CH2:20][CH2:21]Br.C(OCC)(=O)C>CS(C)=O>[Br:17][CH2:18][CH2:19][CH2:20][CH2:21][N:8]([N:6]1[CH:5]=[N:4][N:3]=[CH:7]1)[C:9]1[CH:10]=[CH:11][C:12]([C:13]#[N:14])=[CH:15][CH:16]=1 |f:0.1|. Procedure details: Sodium hydride (60%, 240 mg, 6.0 mmol) was added to a solution of 4-([1,2,4]triazol-4-ylamino)-benzonitrile (926 mg, 5.0 mmol) in DMSO (25 mL) at r.t. The mixture was stirred for 1 hour at this temperature and 1,4-dibromobutane (5 mL, ca 42 mmol) was added. The reaction mixture was stirred overnight and ethyl acetate (100 mL) was added. The mixture was transferred into a separation funnel and extracted with water (twice 100 mL) and brine (20 mL). The organic layer was dried over sodium sulphate ... The reactants are P(OCC)(OCC)[O-] (diethyl phosphite), O (water), COCCCN (3-methoxypropyl amine). Solvent: C(C)O (ethanol), C(C)O (ethanol). Yields the product C(C)P([O-])([O-])=O.COCCC[NH3+].COCCC[NH3+] (3-methoxypropyl-ammoniumethyl phosphonate). Isolated yield 94.3%. RXN SMILES: [P:1]([O-:8])([O:5]CC)[O:2]CC.O.[CH3:10][O:11][CH2:12][CH2:13][CH2:14][NH2:15]>C(O)C>[CH2:12]([P:1](=[O:2])([O-:5])[O-:8])[CH3:13].[CH3:10][O:11][CH2:12][CH2:13][CH2:14][NH3+:15].[CH3:10][O:11][CH2:12][CH2:13][CH2:14][NH3+:15] |f:4.5.6|. Procedure details: A mixture of 13.81 g. of diethyl phosphite, 20 ml. of water and 20 ml. of ethanol is reacted with a mixture of 8.91 g. (0.1 moles) of 3-methoxypropyl amine and 30 ml. of ethanol as described in Example 1. 18.8 g. of 3-methoxypropyl-ammoniumethyl phosphonate are obtained. Yield: 94.3%. nD30 =1,4440 Starting materials: CN(C)C=O, ClCCCCSc1ccncc1, [H-], [Na+], O, CC1(C)NC(=O)N(CCCCSc2ccncc2)C1=O. Product: CC1(C)C(=O)N(CCCCSc2ccncc2)C(=O)N1CCCCSc1ccncc1. Reaction SMILES: [CH3:36][N:37]([CH3:38])[CH:39]=[O:40].[Cl:23][CH2:24][CH2:25][CH2:26][CH2:27][S:28][c:29]1[cH:30][cH:31][n:32][cH:33][cH:34]1.[H-:1].[Na+:2].[OH2:35].[n:3]1[cH:4][cH:5][c:6]([S:9][CH2:10][CH2:11][CH2:12][CH2:13][N:14]2[C:15](=[O:22])[NH:16][C:17]([CH3:20])([CH3:21])[C:18]2=[O:19])[cH:7][cH:8]1>>[n:3]1[cH:4][cH:5][c:6]([S:9][CH2:10][CH2:11][CH2:12][CH2:13][N:14]2[C:15](=[O:22])[N:16]([CH2:24][CH2:25][CH2:26][CH2:27][S:28][c:29]3[cH:30][cH:31][n:32][cH:33][cH:34]3)[C:17]([CH3:20])([CH3:21])[C:18]2=[O:19])[cH:7][cH:8]1. The reactants are CC(C)COC(=O)NC1(C(=O)OC(C)(C)C)CCc2ccccc2C1, CI, [Cl-], [H-], [NH4+], [Na+], CN(C)C=O. Yields the product CC(C)COC(=O)N(C)C1(C(=O)OC(C)(C)C)CCc2ccccc2C1. RXN SMILES: [C:1]([CH3:2])([CH3:3])([CH3:4])[O:5][C:6](=[O:7])[C:8]1([NH:18][C:19](=[O:20])[O:21][CH2:22][CH:23]([CH3:24])[CH3:25])[CH2:9][c:10]2[cH:11][cH:12][cH:13][cH:14][c:15]2[CH2:16][CH2:17]1.[CH3:26][I:27].[Cl-:35].[H-:29].[NH4+:36].[Na+:28].[O:30]=[CH:31][N:32]([CH3:33])[CH3:34]>>[C:1]([CH3:2])([CH3:3])([CH3:4])[O:5][C:6](=[O:7])[C:8]1([N:18]([C:19](=[O:20])[O:21][CH2:22][CH:23]([CH3:24])[CH3:25])[CH3:26])[CH2:9][c:10]2[cH:11][cH:12][cH:13][cH:14][c:15]2[CH2:16][CH2:17]1. The reactants are [H-].[Na+] (sodium hydride), C12(CC3CC(CC(C1)C3)C2)N2C(NC3=C2C=C(C=C3)OCC)=O (3-(adamant-1-yl)-5-ethoxy-1,3-dihydro-2H-benzimidazol-2-one), O (water), COC1=C(C=CC(=C1)[N+](=O)[O-])S(=O)(=O)Cl (2-methoxy-4-nitrobenzenesulfonyl chloride). The solvent is C1CCOC1 (THF), CN(C)C=O (DMF). Reaction conditions: time 30 minute. Product: C12(CC3CC(CC(C1)C3)C2)N2C(N(C3=C2C=C(C=C3)OCC)S(=O)(=O)C3=C(C=C(C=C3)[N+](=O)[O-])OC)=O (3-(Adamant-1-yl)-5-ethoxy-1,3-dihydro-1-(2-methoxy-4-nitrobenzenesulfonyl)-2H-benzimidazol-2-one). Isolated yield 90.0%. As a reaction SMILES: [H-].[Na+].[C:3]12([N:13]3[C:17]4[CH:18]=[C:19]([O:22][CH2:23][CH3:24])[CH:20]=[CH:21][C:16]=4[NH:15][C:14]3=[O:25])[CH2:12][CH:7]3[CH2:8][CH:9]([CH2:11][CH:5]([CH2:6]3)[CH2:4]1)[CH2:10]2.[CH3:26][O:27][C:28]1[CH:33]=[C:32]([N+:34]([O-:36])=[O:35])[CH:31]=[CH:30][C:29]=1[S:37](Cl)(=[O:39])=[O:38].O>C1COCC1.CN(C=O)C>[C:3]12([N:13]3[C:17]4[CH:18]=[C:19]([O:22][CH2:23][CH3:24])[CH:20]=[CH:21][C:16]=4[N:15]([S:37]([C:29]4[CH:30]=[CH:31][C:32]([N+:34]([O-:36])=[O:35])=[CH:33][C:28]=4[O:27][CH3:26])(=[O:38])=[O:39])[C:14]3=[O:25])[CH2:12][CH:7]3[CH2:6][CH:5]([CH2:11][CH:9]([CH2:8]3)[CH2:10]1)[CH2:4]2 |f:0.1|. Reported procedure: 0.35 g of sodium hydride as a 60% dispersion in oil is added in portions to a suspension of 2.5 g of 3-(adamant-1-yl)-5-ethoxy-1,3-dihydro-2H-benzimidazol-2-one in 10 ml of THF and 20 ml of DMF and the mixture is stirred for 30 minutes at RT. 2.2 g of 2-methoxy-4-nitrobenzenesulfonyl chloride are then added and the formation of a yellow precipitate is observed. The reaction mixture is poured into iced water and the precipitate obtained is filtered off and washed with water, with 95° EtOH and wit... The reactants are [Al+3], C1CCOC1, CCCCCC=CCC=CCC=CCC=CCCCCN=[N+]=[N-], CCOCC, [H-], [H-], [H-], [H-], [Li+], [N-]=[N+]=[N-]. Product: CCCCCC=CCC=CCC=CCC=CCCCCN. RXN SMILES: [Al+3:28].[CH2:38]1[O:39][CH2:40][CH2:41][CH2:42]1.[CH2:4]([CH2:5][CH2:6][CH2:7][CH:8]=[CH:9][CH2:10][CH:11]=[CH:12][CH2:13][CH:14]=[CH:15][CH2:16][CH:17]=[CH:18][CH2:19][CH2:20][CH2:21][CH2:22][CH3:23])[N:24]=[N+:25]=[N-:26].[CH3:33][CH2:34][O:35][CH2:36][CH3:37].[H-:27].[H-:30].[H-:31].[H-:32].[Li+:29].[N-:1]=[N+:2]=[N-:3]>>[CH2:4]([CH2:5][CH2:6][CH2:7][CH:8]=[CH:9][CH2:10][CH:11]=[CH:12][CH2:13][CH:14]=[CH:15][CH2:16][CH:17]=[CH:18][CH2:19][CH2:20][CH2:21][CH2:22][CH3:23])[NH2:24].